Dataset: the Open Reaction Database (ORD), a public repository of structured organic reaction records. Task: describe an organic reaction: reactants, conditions, products, and yield Reactants: OBO, COc1ccccc1B(O)O, O=Cc1ccccc1, CN1C(=O)CN=C(Cl)c2cc(-c3ccccc3)ccc21. The product is COc1ccccc1C1=NCC(=O)N(C)c2ccc(-c3ccccc3)cc21. As a reaction SMILES: [BH:21]([OH:22])[OH:23].[CH3:32][O:33][c:34]1[c:35]([B:40]([OH:41])[OH:42])[cH:36][cH:37][cH:38][cH:39]1.[CH:24]([c:25]1[cH:26][cH:27][cH:28][cH:29][cH:30]1)=[O:31].[Cl:1][C:2]1=[N:8][CH2:7][C:6](=[O:9])[N:5]([CH3:10])[c:4]2[c:3]1[cH:14][c:13](-[c:15]1[cH:16][cH:17][cH:18][cH:19][cH:20]1)[cH:12][cH:11]2>>[C:2]1([c:35]2[c:34]([O:33][CH3:32])[cH:39][cH:38][cH:37][cH:36]2)=[N:8][CH2:7][C:6](=[O:9])[N:5]([CH3:10])[c:4]2[c:3]1[cH:14][c:13](-[c:15]1[cH:16][cH:17][cH:18][cH:19][cH:20]1)[cH:12][cH:11]2. Reactants: CCCCO, Clc1cc(-c2ccccc2)nc(-c2ccccc2)n1, CNS(=O)(=O)c1ccc(N)cc1. Product: CNS(=O)(=O)c1ccc(Nc2cc(-c3ccccc3)nc(-c3ccccc3)n2)cc1. Reaction SMILES: [CH2:32]([OH:33])[CH2:34][CH2:35][CH3:36].[Cl:1][c:2]1[n:3][c:4](-[c:14]2[cH:15][cH:16][cH:17][cH:18][cH:19]2)[n:5][c:6](-[c:8]2[cH:9][cH:10][cH:11][cH:12][cH:13]2)[cH:7]1.[NH2:20][c:21]1[cH:22][cH:23][c:24]([S:27](=[O:28])(=[O:29])[NH:30][CH3:31])[cH:25][cH:26]1>>[c:2]1([NH:20][c:21]2[cH:22][cH:23][c:24]([S:27](=[O:28])(=[O:29])[NH:30][CH3:31])[cH:25][cH:26]2)[n:3][c:4](-[c:14]2[cH:15][cH:16][cH:17][cH:18][cH:19]2)[n:5][c:6](-[c:8]2[cH:9][cH:10][cH:11][cH:12][cH:13]2)[cH:7]1. The reactants are C(C)(C)(C)OC(N[C@@H]1C[C@@H](C1)N=[N+]=[N-])=O (tert-butyl(cis-3-azidocyclobutyl)carbamate). The reagents and catalysts are [Pd] (palladium). Run at time 18 hour. Product: C(C)(C)(C)OC(N[C@@H]1C[C@@H](C1)N)=O (tert-butyl(cis-3-aminocyclobutyl)carbamate). The yield is 99.2%. As a reaction SMILES: [C:1]([O:5][C:6](=[O:15])[NH:7][C@H:8]1[CH2:11][C@@H:10]([N:12]=[N+]=[N-])[CH2:9]1)([CH3:4])([CH3:3])[CH3:2]>[Pd]>[C:1]([O:5][C:6](=[O:15])[NH:7][C@H:8]1[CH2:11][C@@H:10]([NH2:12])[CH2:9]1)([CH3:4])([CH3:2])[CH3:3]. Procedure: A mixture of tert-butyl(cis-3-azidocyclobutyl)carbamate (7.0 g, 33.0 mmol) and palladium 10% on activated carbon (3.51 ml, 33.0 mmol) in a three necked 1000 mL flask was flushed with nitrogen and 2M ammonia in methanol solution (200 mL) was added. The flask was evacuated and a balloon filled with hydrogen was introduced. The mixture was stirred at room temperature for 18 h, filtered, and the filtrate was evaporated under reduced pressure to give the desired product tert-butyl(cis-3-aminocyclobut... Starting materials: ClC=1C=C(C=C(C1)Cl)C(=O)N=C=S (3,5-dichloro-1-benzenecarbonyl isothiocyanate), ClC=1C=C(C=C(C1)Cl)C(=O)Cl (3,5-dichloro-1-benzenecarbonyl chloride), ClC1=C(N)C=CC(=C1)OC1=CC=NC2=CC(=C(C=C12)OC)OC (2-Chloro-4-[(6,7-dimethoxy-4-quinolyl)oxy]aniline). The solvent is C(C)O (ethanol), C(C)O (ethanol), C1(=CC=CC=C1)C (toluene). Conditions: time 2 hour. The product is ClC=1C=C(C=C(C1)Cl)C(=O)N=C=S (3,5-Dichloro-1-benzenecarbonyl isothiocyanate), ClC1=C(C=CC(=C1)OC1=CC=NC2=CC(=C(C=C12)OC)OC)NC(=S)NC(C1=CC(=CC(=C1)Cl)Cl)=O (N-{2-Chloro-4-[(6,7-dimethoxy-4-quinolyl)oxy]phenyl}-N′-(3,5-dichlorobenzoyl)thiourea). The yield is 47.0%. RXN SMILES: ClC1C=C(C(Cl)=O)C=C(Cl)C=1.[Cl:12][C:13]1[CH:19]=[C:18]([O:20][C:21]2[C:30]3[C:25](=[CH:26][C:27]([O:33][CH3:34])=[C:28]([O:31][CH3:32])[CH:29]=3)[N:24]=[CH:23][CH:22]=2)[CH:17]=[CH:16][C:14]=1[NH2:15].[Cl:35][C:36]1[CH:37]=[C:38]([C:43]([N:45]=[C:46]=[S:47])=[O:44])[CH:39]=[C:40]([Cl:42])[CH:41]=1>C1(C)C=CC=CC=1.C(O)C>[Cl:35][C:36]1[CH:37]=[C:38]([C:43]([N:45]=[C:46]=[S:47])=[O:44])[CH:39]=[C:40]([Cl:42])[CH:41]=1.[Cl:12][C:13]1[CH:19]=[C:18]([O:20][C:21]2[C:30]3[C:25](=[CH:26][C:27]([O:33][CH3:34])=[C:28]([O:31][CH3:32])[CH:29]=3)[N:24]=[CH:23][CH:22]=2)[CH:17]=[CH:16][C:14]=1[NH:15][C:46]([NH:45][C:43](=[O:44])[C:38]1[CH:39]=[C:40]([Cl:42])[CH:41]=[C:36]([Cl:35])[CH:37]=1)=[S:47]. Procedure details: 3,5-Dichloro-1-benzenecarbonyl isothiocyanate was prepared using commercially available 3,5-dichloro-1-benzenecarbonyl chloride (80 mg) as a starting compound according to the description of the literature. 2-Chloro-4-[(6,7-dimethoxy-4-quinolyl)oxy]aniline (50 mg) was dissolved in toluene (5 ml) and ethanol (1 ml) to prepare a solution. A solution of 3,5-dichloro-1-benzenecarbonyl isothiocyanate in ethanol (1 ml) was then added to the solution, and the mixture was stirred at room temperature for... Starting materials: COC=1C=CC2=C(C1)OC(C=1CNCCC12)=O (8-methoxy-1,2,3,4-tetrahydro-chromeno[3,4-c]pyridin-5-one), ClC=1C=C(C=O)C=CC1Cl (3,4-dichlorobenzaldehyde). The product is ClC=1C=C(CN2CC3=C(CC2)C=2C=CC(=CC2OC3=O)OC)C=CC1Cl (3-(3,4-Dichloro-benzyl)-8-methoxy-1,2,3,4-tetrahydro-chromeno[3,4-c]pyridin-5-one). The yield is 65.0%. As a reaction SMILES: [CH3:1][O:2][C:3]1[CH:4]=[CH:5][C:6]2[C:16]3[CH2:15][CH2:14][NH:13][CH2:12][C:11]=3[C:10](=[O:17])[O:9][C:7]=2[CH:8]=1.[Cl:18][C:19]1[CH:20]=[C:21]([CH:24]=[CH:25][C:26]=1[Cl:27])[CH:22]=O>>[Cl:18][C:19]1[CH:20]=[C:21]([CH:24]=[CH:25][C:26]=1[Cl:27])[CH2:22][N:13]1[CH2:14][CH2:15][C:16]2[C:6]3[CH:5]=[CH:4][C:3]([O:2][CH3:1])=[CH:8][C:7]=3[O:9][C:10](=[O:17])[C:11]=2[CH2:12]1. Procedure: Prepared by the procedure of Example 3 from 8-methoxy-1,2,3,4-tetrahydro-chromeno[3,4-c]pyridin-5-one and 3,4-dichlorobenzaldehyde. Yield 65%, mp 144°-146° C. Starting materials: [H-].[Na+] (NaH), C1(CCCC1)NC=1SC=C(N1)C1=CC=C(C=C1)C(C)C (cyclopentyl-[4-(4-isopropyl-phenyl)-thiazol-2-yl]-amine), COC(C1=C(C=CC=C1)CBr)=O (2-bromomethyl-benzoic acid methyl ester). Yields the product C1(CCCC1)N(C=1SC=C(N1)C1=CC=C(C=C1)C(C)C)CC1=C(C(=O)O)C=CC=C1 (2-({Cyclopentyl-[4-(4-isopropyl-phenyl)-thiazol-2-yl]-amino}-methyl)-benzoic acid), ester. Isolated yield 16.1%. Reaction SMILES: [CH:1]1([NH:6][C:7]2[S:8][CH:9]=[C:10]([C:12]3[CH:17]=[CH:16][C:15]([CH:18]([CH3:20])[CH3:19])=[CH:14][CH:13]=3)[N:11]=2)[CH2:5][CH2:4][CH2:3][CH2:2]1.C[O:22][C:23](=[O:32])[C:24]1[CH:29]=[CH:28][CH:27]=[CH:26][C:25]=1[CH2:30]Br.[H-].[Na+]>>[CH:1]1([N:6]([CH2:30][C:25]2[CH:26]=[CH:27][CH:28]=[CH:29][C:24]=2[C:23]([OH:32])=[O:22])[C:7]2[S:8][CH:9]=[C:10]([C:12]3[CH:13]=[CH:14][C:15]([CH:18]([CH3:20])[CH3:19])=[CH:16][CH:17]=3)[N:11]=2)[CH2:5][CH2:4][CH2:3][CH2:2]1 |f:2.3|. Procedure: 2-({Cyclopentyl-[4-(4-isopropyl-phenyl)-thiazol-2-yl]-amino}-methyl)-benzoic acid (19 mg) was prepared following general method S2 using cyclopentyl-[4-(4-isopropyl-phenyl)-thiazol-2-yl]-amine (80 mg, 0.28 mmol), 2-bromomethyl-benzoic acid methyl ester (68 mg, 0.33 mmol) and NaH (34 mg, 60%, 0.84 mmol). Purification (Silica gel, ethyl acetate/hexane 5:95) provided the ester, which was hydrolyzed following general procedure T. Sodium 2-({cyclopentyl-[4-(4-isopropyl-phenyl)-thiazol-2-yl]-amino}-me... The reactants are [BH4-], CCOCC, CCCCCC, CO, [Cl-], [NH4+], [Na+], O=C1CCc2cc3ccccc3n2C1. Product: OC1CCc2cc3ccccc3n2C1. RXN SMILES: [BH4-:1].[CH2:25]([O:26][CH2:27][CH3:28])[CH3:29].[CH3:19][CH2:20][CH2:21][CH2:22][CH2:23][CH3:24].[CH3:30][OH:31].[Cl-:17].[NH4+:18].[Na+:2].[cH:3]1[c:4]2[cH:5][c:6]3[n:7]([c:8]2[cH:9][cH:10][cH:11]1)[CH2:12][C:13](=[O:16])[CH2:14][CH2:15]3>>[cH:3]1[c:4]2[cH:5][c:6]3[n:7]([c:8]2[cH:9][cH:10][cH:11]1)[CH2:12][CH:13]([OH:16])[CH2:14][CH2:15]3. Product: C#Cc1cc(-c2ccc(F)cc2)n(C)n1. Reactants: O=C([O-])[O-], COP(=O)(OC)C(=[N+]=[N-])C(C)=O, CO, Cn1nc(C=O)cc1-c1ccc(F)cc1, [K+], [K+]. RXN SMILES: [C:28](=[O:29])([O-:30])[O-:31].[CH3:1][O:2][P:3]([C:4](=[N+:5]=[N-:6])[C:7](=[O:8])[CH3:9])(=[O:10])[O:11][CH3:12].[CH3:34][OH:35].[F:13][c:14]1[cH:15][cH:16][c:17](-[c:20]2[cH:21][c:22]([CH:26]=[O:27])[n:23][n:24]2[CH3:25])[cH:18][cH:19]1.[K+:32].[K+:33]>>[CH:1]#[C:26][c:22]1[cH:21][c:20](-[c:17]2[cH:16][cH:15][c:14]([F:13])[cH:19][cH:18]2)[n:24]([CH3:25])[n:23]1. Starting materials: CC(=O)OO, O=C([O-])O, ClCCl, CCOC(=O)C1=C(C)NC(SC)=C(C(=O)OCC)C1c1cccc([N+](=O)[O-])c1, [Na+]. Reaction SMILES: [C:1]([O:2][OH:4])(=[O:3])[CH3:5].[C:34](=[O:35])([OH:36])[O-:37].[CH2:39]([Cl:40])[Cl:41].[CH3:6][C:7]1=[C:12]([C:13](=[O:14])[O:15][CH2:16][CH3:17])[CH:11]([c:18]2[cH:19][c:20]([N+:24](=[O:25])[O-:26])[cH:21][cH:22][cH:23]2)[C:10]([C:27](=[O:28])[O:29][CH2:30][CH3:31])=[C:9]([S:32][CH3:33])[NH:8]1.[Na+:38]>>[O:3]=[S:32]([C:9]1=[C:10]([C:27](=[O:28])[O:29][CH2:30][CH3:31])[CH:11]([c:18]2[cH:19][c:20]([N+:24](=[O:25])[O-:26])[cH:21][cH:22][cH:23]2)[C:12]([C:13](=[O:14])[O:15][CH2:16][CH3:17])=[C:7]([CH3:6])[NH:8]1)[CH3:33]. The product is CCOC(=O)C1=C(C)NC(S(C)=O)=C(C(=O)OCC)C1c1cccc([N+](=O)[O-])c1. Starting materials: Cl.Cl.C(C)(C)(C)C1=C(C=CC=C1)N1CCNCC1 (1-(2-tert-butylphenyl)piperazine dihydrochloride), Cl.C(C)N=C=NCCCN(C)C (1-ethyl-3-(3-dimethylaminopropyl)carbodiimide hydrochloride), O.ON1N=NC2=C1C=CC=C2 (1-hydroxy-1H-benzotriazole monohydrate), BrCC(=O)OC(C)(C)C (tert-butyl bromoacetate), C([O-])([O-])=O.[K+].[K+] (potassium carbonate), Example 1, OC=1C=C(C=NC1)C(=O)O (5-hydroxypyridine-3-carboxylic acid). Run in O (Water), C(C)N(CC)CC (triethylamine), CN(C=O)C (N,N-dimethylformamide), O (Water), CN(C=O)C (N,N-dimethylformamide). Conditions: time 16 hour. Yields the product C(C)(C)(C)C1=C(C=CC=C1)N1CCN(CC1)C(=O)C=1C=C(C=NC1)OCC(=O)OC(C)(C)C (tert-Butyl [(5-{[4-(2-tert-butylphenyl)piperazin-1-yl]carbonyl}pyridin-3-yl)oxy]acetate). The yield is 68.0%. Reaction SMILES: Cl.Cl.[C:3]([C:7]1[CH:12]=[CH:11][CH:10]=[CH:9][C:8]=1[N:13]1[CH2:18][CH2:17][NH:16][CH2:15][CH2:14]1)([CH3:6])([CH3:5])[CH3:4].[OH:19][C:20]1[CH:21]=[C:22]([C:26]([OH:28])=O)[CH:23]=[N:24][CH:25]=1.Cl.C(N=C=NCCCN(C)C)C.O.ON1C2C=CC=CC=2N=N1.Br[CH2:53][C:54]([O:56][C:57]([CH3:60])([CH3:59])[CH3:58])=[O:55].C(=O)([O-])[O-].[K+].[K+]>O.CN(C)C=O.C(N(CC)CC)C>[C:3]([C:7]1[CH:12]=[CH:11][CH:10]=[CH:9][C:8]=1[N:13]1[CH2:18][CH2:17][N:16]([C:26]([C:22]2[CH:21]=[C:20]([O:19][CH2:53][C:54]([O:56][C:57]([CH3:60])([CH3:59])[CH3:58])=[O:55])[CH:25]=[N:24][CH:23]=2)=[O:28])[CH2:15][CH2:14]1)([CH3:6])([CH3:4])[CH3:5] |f:0.1.2,4.5,6.7,9.10.11|. Reported procedure: A mixture of 1-(2-tert-butylphenyl)piperazine dihydrochloride obtained in Reference Example 1 (500 mg), 5-hydroxypyridine-3-carboxylic acid (287 mg), 1-ethyl-3-(3-dimethylaminopropyl)carbodiimide hydrochloride (403 mg), 1-hydroxy-1H-benzotriazole monohydrate (322 mg), triethylamine (0.488 mL), and N,N-dimethylformamide (5 mL) was stirred at room temperature for 16 h. Water was added to the reaction solution, and the mixture was extracted with ethyl acetate. The ethyl acetate layer was washed wit...